From a dataset of the Open Reaction Database (ORD), a public repository of structured organic reaction records. describe an organic reaction: reactants, conditions, products, and yield Reactants: ClC=1C=CC=C2C=C(NC12)B1OC(C(O1)(C)C)(C)C (7-chloro-2-(4,4,5,5-tetramethyl-[1,3,2]dioxaborolan-2-yl)-1H-indole), CC1=COC2=C1C=CC=C2 (3-methyl-benzofuran). Yields the product CC1=C(OC2=C1C=CC=C2)B2OC(C(O2)(C)C)(C)C (3-Methyl-2-(4,4,5,5-tetramethyl-[1,3,2]dioxaborolan-2-yl)-benzofuran). As a reaction SMILES: ClC1C=CC=C2C=1NC([B:11]1[O:15][C:14]([CH3:17])([CH3:16])[C:13]([CH3:19])([CH3:18])[O:12]1)=C2.[CH3:20][C:21]1[C:25]2[CH:26]=[CH:27][CH:28]=[CH:29][C:24]=2[O:23][CH:22]=1>>[CH3:20][C:21]1[C:25]2[CH:26]=[CH:27][CH:28]=[CH:29][C:24]=2[O:23][C:22]=1[B:11]1[O:15][C:14]([CH3:17])([CH3:16])[C:13]([CH3:19])([CH3:18])[O:12]1. Procedure details: Prepared according to a procedure analogous to that described for 7-chloro-2-(4,4,5,5-tetramethyl-[1,3,2]dioxaborolan-2-yl)-1H-indole using 3-methyl-benzofuran. Reactants: CC(=O)OC12CC3CC(CC(N)(C3)C1)C2, Cc1ccccc1, O=C(Cl)Cl. Product: CC(=O)OC12CC3CC(CC(N=C=O)(C3)C1)C2. RXN SMILES: [C:1]([CH3:2])(=[O:3])[O:4][C:5]12[CH2:6][C:7]3([NH2:15])[CH2:8][CH:9]([CH2:10][CH:11]([CH2:12]1)[CH2:13]3)[CH2:14]2.[CH3:20][c:21]1[cH:22][cH:23][cH:24][cH:25][cH:26]1.[Cl:16][C:17]([Cl:18])=[O:19]>>[C:1]([CH3:2])(=[O:3])[O:4][C:5]12[CH2:6][C:7]3([N:15]=[C:17]=[O:19])[CH2:8][CH:9]([CH2:10][CH:11]([CH2:12]1)[CH2:13]3)[CH2:14]2. The reactants are C(C)OC(CC1=CC=C(C=C1)C1=CC=C(C=C1)C1=C(C(=NO1)C)N)=O ([4′-(4-amino-3-methyl-isoxazol-5-yl)-biphenyl-4-yl]-acetic acid ethyl ester), ClC=1C=C(C=CC1)CCC(C)=O (4-(3-chloro-phenyl)-butan-2-one). Product: C(C)OC(CC1=CC=C(C=C1)C1=CC=C(C=C1)C1=C(C(=NO1)C)NC(CCC1=CC(=CC=C1)Cl)C)=O ((4′-{4-[3-(3-Chloro-phenyl)-1-methyl-propylamino]-3-methyl-isoxazol-5-yl}-biphenyl-4-yl)-acetic acid ethyl ester). RXN SMILES: [CH2:1]([O:3][C:4](=[O:25])[CH2:5][C:6]1[CH:11]=[CH:10][C:9]([C:12]2[CH:17]=[CH:16][C:15]([C:18]3[O:22][N:21]=[C:20]([CH3:23])[C:19]=3[NH2:24])=[CH:14][CH:13]=2)=[CH:8][CH:7]=1)[CH3:2].[Cl:26][C:27]1[CH:28]=[C:29]([CH2:33][CH2:34][C:35](=O)[CH3:36])[CH:30]=[CH:31][CH:32]=1>>[CH2:1]([O:3][C:4](=[O:25])[CH2:5][C:6]1[CH:7]=[CH:8][C:9]([C:12]2[CH:17]=[CH:16][C:15]([C:18]3[O:22][N:21]=[C:20]([CH3:23])[C:19]=3[NH:24][CH:35]([CH3:36])[CH2:34][CH2:33][C:29]3[CH:30]=[CH:31][CH:32]=[C:27]([Cl:26])[CH:28]=3)=[CH:14][CH:13]=2)=[CH:10][CH:11]=1)[CH3:2]. Procedure: Prepared according to the procedure described in Example 24, Step 1, using [4′-(4-amino-3-methyl-isoxazol-5-yl)-biphenyl-4-yl]-acetic acid ethyl ester and 4-(3-chloro-phenyl)-butan-2-one. Starting materials: C1CCOC1, CCN(C(C)C)C(C)C, Cc1cccc(Cl)c1Nc1nc2cc(C(=O)O)c3c(c2[nH]1)CC(C)(C)O3, Nc1cc(C(F)(F)F)ccc1F, O=S(Cl)Cl. The product is Cc1cccc(Cl)c1Nc1nc2cc(C(=O)Nc3cc(C(F)(F)F)ccc3F)c3c(c2[nH]1)CC(C)(C)O3. RXN SMILES: [CH2:52]1[O:53][CH2:54][CH2:55][CH2:56]1.[CH:43]([N:44]([CH2:45][CH3:46])[CH:47]([CH3:48])[CH3:49])([CH3:50])[CH3:51].[Cl:1][c:2]1[c:3]([NH:9][c:10]2[nH:11][c:12]3[c:13]([n:14]2)[cH:15][c:16]([C:24](=[O:25])[OH:26])[c:17]2[c:18]3[CH2:19][C:20]([CH3:22])([CH3:23])[O:21]2)[c:4]([CH3:8])[cH:5][cH:6][cH:7]1.[F:31][c:32]1[c:33]([NH2:34])[cH:35][c:36]([C:39]([F:40])([F:41])[F:42])[cH:37][cH:38]1.[S:27]([Cl:28])([Cl:29])=[O:30]>>[Cl:1][c:2]1[c:3]([NH:9][c:10]2[nH:11][c:12]3[c:13]([n:14]2)[cH:15][c:16]([C:24](=[O:25])[NH:34][c:33]2[c:32]([F:31])[cH:38][cH:37][c:36]([C:39]([F:40])([F:41])[F:42])[cH:35]2)[c:17]2[c:18]3[CH2:19][C:20]([CH3:22])([CH3:23])[O:21]2)[c:4]([CH3:8])[cH:5][cH:6][cH:7]1. Reactants: OCC(C(=O)OC1(CCCC1)CC)=C (1-ethylcyclopentyl α-(hydroxymethyl)acrylate), CI (methyl iodide). Reagents/catalysts: [Ag-]=O (silver (I) oxide). Solvent: CN(C=O)C (N,N-dimethylformamide). Run at temperature 50 celsius, time 30 hour. The product is COCC(C(=O)OC1(CCCC1)CC)=C (1-ethylcyclopentyl α-(methoxymethyl)acrylate). Isolated yield 62.0%. As a reaction SMILES: [OH:1][CH2:2][C:3](=[CH2:14])[C:4]([O:6][C:7]1([CH2:12][CH3:13])[CH2:11][CH2:10][CH2:9][CH2:8]1)=[O:5].[CH3:15]I>[Ag-]=O.CN(C)C=O>[CH3:15][O:1][CH2:2][C:3](=[CH2:14])[C:4]([O:6][C:7]1([CH2:12][CH3:13])[CH2:11][CH2:10][CH2:9][CH2:8]1)=[O:5]. Procedure details: A mixture of 19.8 g of 1-ethylcyclopentyl α-(hydroxymethyl)acrylate, 40.0 g of methyl iodide, 30.0 g of silver (I) oxide and 50 g of N,N-dimethylformamide was stirred at 50° C. for 30 hours. The solids were filtered off, followed by conventional aqueous workup. The solvent was distilled off in vacuo. Purification by distillation (boiling point 53° C./16 Pa) gave 1-ethylcyclopentyl α-(methoxymethyl)acrylate represented by formula (10). The yield was 62%. Reactants: C(CCCCCCCCC)C1=CC=C(C=C1)NC(=O)C=1C=C(C(=NC1)C(=O)O)OC (5-(((-4-n-decylphenyl)amino)carbonyl)-3-methoxypyridine-2-carboxylic acid), Cl.C(C)OC(CN)=O (glycine ethyl ester hydrochloride), C(C)(C)OC(C)C (diisopropyl ether). Product: C(C)OC(=O)CNC(=O)C1=NC=C(C=C1OC)C(=O)NC1=CC=C(C=C1)CCCCCCCCCC (5-(((4-n-Decylphenyl)amino)carbonyl)-3-methoxypyridine-2-carboxylic acid N-(ethoxycarbonylmethyl)amide). Reaction SMILES: [CH2:1]([C:11]1[CH:16]=[CH:15][C:14]([NH:17][C:18]([C:20]2[CH:21]=[C:22]([O:29][CH3:30])[C:23]([C:26]([OH:28])=O)=[N:24][CH:25]=2)=[O:19])=[CH:13][CH:12]=1)[CH2:2][CH2:3][CH2:4][CH2:5][CH2:6][CH2:7][CH2:8][CH2:9][CH3:10].Cl.[CH2:32]([O:34][C:35](=[O:38])[CH2:36][NH2:37])[CH3:33].C(OC(C)C)(C)C>>[CH2:32]([O:34][C:35]([CH2:36][NH:37][C:26]([C:23]1[C:22]([O:29][CH3:30])=[CH:21][C:20]([C:18]([NH:17][C:14]2[CH:13]=[CH:12][C:11]([CH2:1][CH2:2][CH2:3][CH2:4][CH2:5][CH2:6][CH2:7][CH2:8][CH2:9][CH3:10])=[CH:16][CH:15]=2)=[O:19])=[CH:25][N:24]=1)=[O:28])=[O:38])[CH3:33] |f:1.2|. Procedure details: 5-(((4-n-Decylphenyl)amino)carbonyl)-3-methoxypyridine-2-carboxylic acid N-(ethoxycarbonylmethyl)amide was prepared from 5-(((-4-n-decylphenyl)amino)carbonyl)-3-methoxypyridine-2-carboxylic acid (m.p. 160° C., decomp.; from aqueous hydrochloric acid/THF) and glycine ethyl ester hydrochloride, m.p. 155°-157° C. (from diisopropyl ether). Starting materials: BrC1=C(OC2=NC=CC(=N2)C)C=CC=C1 (2-(2-bromophenoxy)-4-methylpyrimidine), FC1=C(C=CC(=C1)B1OC(C(O1)(C)C)(C)C)C=1C=NC(=NC1)N (5-(2-fluoro-4-(4,4,5,5-tetramethyl-1,3,2-dioxaborolan-2-yl)phenyl)pyrimidin-2-amine). Product: FC=1C=C(C=CC1C=1C=NC(=NC1)N)C1=C(C=CC=C1)OC1=NC=CC(=N1)C (5-{3-Fluoro-2′-[(4-methylpyrimidin-2-yl)oxy]biphenyl-4-yl}pyrimidin-2-amine). Reaction SMILES: Br[C:2]1[CH:15]=[CH:14][CH:13]=[CH:12][C:3]=1[O:4][C:5]1[N:10]=[C:9]([CH3:11])[CH:8]=[CH:7][N:6]=1.[F:16][C:17]1[CH:22]=[C:21](B2OC(C)(C)C(C)(C)O2)[CH:20]=[CH:19][C:18]=1[C:32]1[CH:33]=[N:34][C:35]([NH2:38])=[N:36][CH:37]=1>>[F:16][C:17]1[CH:22]=[C:21]([C:2]2[CH:15]=[CH:14][CH:13]=[CH:12][C:3]=2[O:4][C:5]2[N:10]=[C:9]([CH3:11])[CH:8]=[CH:7][N:6]=2)[CH:20]=[CH:19][C:18]=1[C:32]1[CH:37]=[N:36][C:35]([NH2:38])=[N:34][CH:33]=1. Reported procedure: The title compound was prepared in a manner similar to that described in Example 88 using 2-(2-bromophenoxy)-4-methylpyrimidine and 5-(2-fluoro-4-(4,4,5,5-tetramethyl-1,3,2-dioxaborolan-2-yl)phenyl)pyrimidin-2-amine. MS (ESI): mass calcd. for C21H16FN5O, 373.13; m/z found, 374.1 [M+H]+. 1H NMR (500 MHz, DMSO-d6) δ 8.44 (s, 2H), 8.39 (d, J=5.1, 1H), 7.57-7.44 (m, 3H), 7.41-7.31 (m, 3H), 7.25 (d, J=7.2, 1H), 7.07 (d, J=4.9, 1H), 6.89 (s, 2H), 2.35 (s, 3H).